This data is from the Open Reaction Database (ORD), a public repository of structured organic reaction records. The task is: describe an organic reaction: reactants, conditions, products, and yield Reactants: CCOC(=O)C1(C#N)CCN(C(=O)OC(C)(C)C)CC1, C1CCOC1, CCOCC, [Li+], [OH-]. The product is CC(C)(C)OC(=O)N1CCC(C#N)(C(=O)O)CC1. RXN SMILES: [C:3](#[N:4])[C:5]1([C:18](=[O:19])[O:20][CH2:21][CH3:22])[CH2:6][CH2:7][N:8]([C:11](=[O:12])[O:13][C:14]([CH3:15])([CH3:16])[CH3:17])[CH2:9][CH2:10]1.[CH2:23]1[O:24][CH2:25][CH2:26][CH2:27]1.[CH3:28][CH2:29][O:30][CH2:31][CH3:32].[Li+:1].[OH-:2]>>[C:3](#[N:4])[C:5]1([C:18](=[O:19])[OH:20])[CH2:6][CH2:7][N:8]([C:11](=[O:12])[O:13][C:14]([CH3:15])([CH3:16])[CH3:17])[CH2:9][CH2:10]1.